Task: describe an organic reaction: reactants, conditions, products, and yield. Dataset: the Open Reaction Database (ORD), a public repository of structured organic reaction records The reactants are FC(C(=O)N1C(CCC2CC=CC=C12)C(=O)OC)(F)F (N-trifluoroacetyl-2-methoxycarbonyltetrahydroquinoline), [K] (potassium), C1(=CC=CC=C1)C (toluene), IC (iodomethane). Run in C1CCOC1 (THF), O (water). Reaction conditions: time 10 minute. The product is CC1(N(C2=CC=CCC2CC1)C(C(F)(F)F)=O)C(=O)OC (2-methyl-N-trifluoroacetyl-2-methoxycarbonyltetrahydroquinoline). The yield is 97.7%. RXN SMILES: [F:1][C:2]([F:20])([F:19])[C:3]([N:5]1[C:14]2[CH:9]([CH2:10][CH:11]=[CH:12][CH:13]=2)[CH2:8][CH2:7][CH:6]1[C:15]([O:17][CH3:18])=[O:16])=[O:4].[K].[C:22]1(C)C=CC=CC=1.IC>C1COCC1.O>[CH3:22][C:6]1([C:15]([O:17][CH3:18])=[O:16])[CH2:7][CH2:8][CH:9]2[C:14](=[CH:13][CH:12]=[CH:11][CH2:10]2)[N:5]1[C:3](=[O:4])[C:2]([F:1])([F:19])[F:20] |^1:20|. Procedure: To a solution of N-trifluoroacetyl-2-methoxycarbonyltetrahydroquinoline (8.7 g, 30.3 mmol)in THF (100 mL) was added slowly 0.5N potassium hexamethylsilazide in toluene (66.6 mL, 33.3 mmol) over 15 min at -78° C. The mixture was stirred for 10 min followed by addition of iodomethane (2.3 mL, 36.4 mmol) at the same temperature. The mixture was allowed to warm to room temperature, stirred 5 h, poured into water, and extracted with ethyl acetate. The extract was washed with water and brine, dried ov... The reactants are C(C)(C)(C)OC(=O)N1CCC(CC1)C(=O)C1=NC2=C(N1CC1=CC=C(C=C1)F)C=CC=C2 (1-(t-butoxycarbonyl)-4-(1-(4-fluoro-benzyl)-1H-benzoimidazole-2-carbonyl)-piperidine), FC(C(=O)O)(F)F (trifluoroacetic acid). Solvent: C(C)OCC (diethyl ether). Reaction conditions: time 15 minute. The product is FC(C(=O)O)(F)F.FC1=CC=C(CN2C(=NC3=C2C=CC=C3)C(=O)C3CCNCC3)C=C1 (4-(1-(4-Fluoro-benzyl)-1H-benzoimidazole-2-carbonyl)-piperidine Trifluoroacetic Acid Salt). Reaction SMILES: C(OC([N:8]1[CH2:13][CH2:12][CH:11]([C:14]([C:16]2[N:20]([CH2:21][C:22]3[CH:27]=[CH:26][C:25]([F:28])=[CH:24][CH:23]=3)[C:19]3[CH:29]=[CH:30][CH:31]=[CH:32][C:18]=3[N:17]=2)=[O:15])[CH2:10][CH2:9]1)=O)(C)(C)C.[F:33][C:34]([F:39])([F:38])[C:35]([OH:37])=[O:36]>C(OCC)C>[F:33][C:34]([F:39])([F:38])[C:35]([OH:37])=[O:36].[F:28][C:25]1[CH:24]=[CH:23][C:22]([CH2:21][N:20]2[C:19]3[CH:29]=[CH:30][CH:31]=[CH:32][C:18]=3[N:17]=[C:16]2[C:14]([CH:11]2[CH2:12][CH2:13][NH:8][CH2:9][CH2:10]2)=[O:15])=[CH:27][CH:26]=1 |f:3.4|. Procedure details: Cool the 1-(t-butoxycarbonyl)-4-(1-(4-fluoro-benzyl)-1H-benzoimidazole-2-carbonyl)-piperidine in an ice bath. Add trifluoroacetic acid and mix. After 15 minutes, add diethyl ether to give a residue. Collect the residue by filtration and dry under vacuum. Recrystallize from ethanol/ether and dry resulting solid under vacuum to give the title compound.